This data is from the Open Reaction Database (ORD), a public repository of structured organic reaction records. The task is: describe an organic reaction: reactants, conditions, products, and yield Reactants: CS(=O)(=O)NC1CCCCC1Nc1nc(Cl)ncc1Cl, COc1cc2c(cc1N)CCN(CC(C)(F)F)CC2. Product: COc1cc2c(cc1Nc1ncc(Cl)c(NC3CCCCC3NS(C)(=O)=O)n1)CCN(CC(C)(F)F)CC2. Reaction SMILES: [Cl:20][c:21]1[n:22][cH:23][c:24]([Cl:39])[c:25]([NH:27][CH:28]2[CH:29]([NH:34][S:35](=[O:36])(=[O:37])[CH3:38])[CH2:30][CH2:31][CH2:32][CH2:33]2)[n:26]1.[F:1][C:2]([CH2:3][N:4]1[CH2:5][CH2:6][c:7]2[c:8]([cH:11][c:12]([NH2:17])[c:13]([O:15][CH3:16])[cH:14]2)[CH2:9][CH2:10]1)([CH3:18])[F:19]>>[F:1][C:2]([CH2:3][N:4]1[CH2:5][CH2:6][c:7]2[c:8]([cH:11][c:12]([NH:17][c:21]3[n:22][cH:23][c:24]([Cl:39])[c:25]([NH:27][CH:28]4[CH:29]([NH:34][S:35](=[O:36])(=[O:37])[CH3:38])[CH2:30][CH2:31][CH2:32][CH2:33]4)[n:26]3)[c:13]([O:15][CH3:16])[cH:14]2)[CH2:9][CH2:10]1)([CH3:18])[F:19]. Reactants: COC=1C=C2C(NC=NC2=CC1)=O (6-methoxyquinazolin-4(3H)-one), O=P(Cl)(Cl)Cl (POCl3), [OH-].[Na+] (NaOH). Run at temperature 105 celsius. Yields the product ClC1=NC=NC2=CC=C(C=C12)OC (4-chloro-6-methoxyquinazoline). RXN SMILES: [CH3:1][O:2][C:3]1[CH:4]=[C:5]2[C:10](=[CH:11][CH:12]=1)[N:9]=[CH:8][NH:7][C:6]2=O.O=P(Cl)(Cl)[Cl:16].[OH-].[Na+]>>[Cl:16][C:6]1[C:5]2[C:10](=[CH:11][CH:12]=[C:3]([O:2][CH3:1])[CH:4]=2)[N:9]=[CH:8][N:7]=1 |f:2.3|. Procedure: A pressure resistant bottle was charged with 6-methoxyquinazolin-4(3H)-one (1.0 g, 5.68 mmol) and POCl3(17.5 ml, 187.3 mmol). The resulting mixture was heated at 105° C. for 18 hours. The reaction mixture was cooled to RT and poured onto ice slurry while stirring heavily. The solution was quickly neutralized with 6N NaOH, and product extracted with DCM. The organic layer was collected, dried over sodium sulfate and concentrated to afford 4-chloro-6-methoxyquinazoline as tan solid. MS: [M+H]=194.... The reactants are Cc1ccccc1-c1nc(C(=O)N2CCC(O)(c3ccccc3)CC2)cn1-c1ccc(Cl)cc1, ClCCl, Cl. The product is Cc1ccccc1-c1nc(C(=O)N2CC=C(c3ccccc3)CC2)cn1-c1ccc(Cl)cc1. Reaction SMILES: [CH3:1][c:2]1[c:3](-[c:8]2[n:9](-[c:28]3[cH:29][cH:30][c:31]([Cl:34])[cH:32][cH:33]3)[cH:10][c:11]([C:13](=[O:14])[N:15]3[CH2:16][CH2:17][C:18]([OH:21])([c:22]4[cH:23][cH:24][cH:25][cH:26][cH:27]4)[CH2:19][CH2:20]3)[n:12]2)[cH:4][cH:5][cH:6][cH:7]1.[Cl:36][CH2:37][Cl:38].[ClH:35]>>[CH3:1][c:2]1[c:3](-[c:8]2[n:9](-[c:28]3[cH:29][cH:30][c:31]([Cl:34])[cH:32][cH:33]3)[cH:10][c:11]([C:13](=[O:14])[N:15]3[CH2:16][CH:17]=[C:18]([c:22]4[cH:23][cH:24][cH:25][cH:26][cH:27]4)[CH2:19][CH2:20]3)[n:12]2)[cH:4][cH:5][cH:6][cH:7]1. Starting materials: CC(C)=O, COc1ccc(COCCCC2(c3ccccc3)CCN(C(C)c3ccc(CCO)cc3)C(=O)O2)cc1. The product is COc1ccc(COCCCC2(c3ccccc3)CCN(C(C)c3ccc(CC(=O)O)cc3)C(=O)O2)cc1. As a reaction SMILES: [CH3:38][C:39]([CH3:40])=[O:41].[OH:1][CH2:2][CH2:3][c:4]1[cH:5][cH:6][c:7]([CH:10]([CH3:11])[N:12]2[C:13](=[O:37])[O:14][C:15]([c:18]3[cH:19][cH:20][cH:21][cH:22][cH:23]3)([CH2:24][CH2:25][CH2:26][O:27][CH2:28][c:29]3[cH:30][cH:31][c:32]([O:35][CH3:36])[cH:33][cH:34]3)[CH2:16][CH2:17]2)[cH:8][cH:9]1>>[O:1]=[C:2]([CH2:3][c:4]1[cH:5][cH:6][c:7]([CH:10]([CH3:11])[N:12]2[C:13](=[O:37])[O:14][C:15]([c:18]3[cH:19][cH:20][cH:21][cH:22][cH:23]3)([CH2:24][CH2:25][CH2:26][O:27][CH2:28][c:29]3[cH:30][cH:31][c:32]([O:35][CH3:36])[cH:33][cH:34]3)[CH2:16][CH2:17]2)[cH:8][cH:9]1)[OH:41]. Reactants: COC1=CC=C(C=C1)[Mg]Br (4-methoxyphenylmagnesium bromide), C1CCOC1 (THF), CN1C(N(C(C1C)C1=CC=CC=C1)C(\C=C\C=1C=NC=CC1)=O)=O (3,4-dimethyl-1-[(E)-3-(pyridin-3-yl)prop-2-enoyl]-5-phenylimidazolidin-2-one). Reagents/catalysts: [Zn+2].[I-].[I-] (ZnI2). Run in C1CCOC1.C1(=CC=CC=C1)C (THF toluene). Run at time 30 minute. Product: CN1C(N(C(C1C)C1=CC=CC=C1)C(C[C@H](CC1=CC=C(C=C1)OC)C=1C=NC=CC1)=O)=O (3,4-Dimethyl-1-[(S)-4-(4-methoxyphenyl)-3-(pyridin-3-yl)butanoyl]-5-phenylimidazolidin-2-one). The yield is 80.0%. Reaction SMILES: [CH3:1][O:2][C:3]1[CH:8]=[CH:7][C:6]([Mg]Br)=[CH:5][CH:4]=1.[CH2:11]1COCC1.[CH3:16][N:17]1[CH:21]([CH3:22])[CH:20]([C:23]2[CH:28]=[CH:27][CH:26]=[CH:25][CH:24]=2)[N:19]([C:29](=[O:38])/[CH:30]=[CH:31]/[C:32]2[CH:33]=[N:34][CH:35]=[CH:36][CH:37]=2)[C:18]1=[O:39]>C1COCC1.C1(C)C=CC=CC=1.[Zn+2].[I-].[I-]>[CH3:16][N:17]1[CH:21]([CH3:22])[CH:20]([C:23]2[CH:24]=[CH:25][CH:26]=[CH:27][CH:28]=2)[N:19]([C:29](=[O:38])[CH2:30][C@@H:31]([C:32]2[CH:33]=[N:34][CH:35]=[CH:36][CH:37]=2)[CH2:11][C:6]2[CH:7]=[CH:8][C:3]([O:2][CH3:1])=[CH:4][CH:5]=2)[C:18]1=[O:39] |f:3.4,5.6.7|. Reported procedure: A solution of 4-methoxyphenylmagnesium bromide in THF (0.33 M, 495 mL, 163.5 mmole) was added dropwise to a stirred suspension of (4 R, 5 S)-3,4-dimethyl-1-[(E)-3-(pyridin-3-yl)prop-2-enoyl]-5-phenylimidazolidin-2-one (17.53 g, 54.5 mmole), CuBr-DMS complex (14.1 g, 65.4 mmole), and ZnI2 (20.9 g, 65.4 mmole) in THF/toluene (270 mL) at −15° C. After 1 hr the reaction was quenched with 9:1 saturated NH4Cl/conc. NH4OH and the mixture was stirred open to the air for 30 min. The mixture was diluted w... The reactants are C(C)(C)(C)OC(NC(CCCC)C(C1(SCCCS1)C1=CC=CC=C1)O)=O ({1-[hydroxy-(2-phenyl-[1,3]dithian-2-yl)-methyl]-pentyl}-carbamic acid tert-butyl ester), Cl (hydrochloric acid). Run in C1(=CC=CC=C1)C (toluene), O1CCOCC1 (dioxane). Reaction conditions: temperature 23 celsius, time 3 hour. Product: NC([C@H](O)C1(SCCCS1)C1=CC=CC=C1)CCCC ((S)-2-amino-1-(2-phenyl-[1,3]dithian-2-yl)-hexan-1-ol). Reaction SMILES: C(OC(=O)[NH:7][CH:8]([CH:13]([OH:26])[C:14]1([C:20]2[CH:25]=[CH:24][CH:23]=[CH:22][CH:21]=2)[S:19][CH2:18][CH2:17][CH2:16][S:15]1)[CH2:9][CH2:10][CH2:11][CH3:12])(C)(C)C.Cl>O1CCOCC1.C1(C)C=CC=CC=1>[NH2:7][CH:8]([CH2:9][CH2:10][CH2:11][CH3:12])[C@@H:13]([C:14]1([C:20]2[CH:25]=[CH:24][CH:23]=[CH:22][CH:21]=2)[S:15][CH2:16][CH2:17][CH2:18][S:19]1)[OH:26]. Reported procedure: To {1-[hydroxy-(2-phenyl-[1,3]dithian-2-yl)-methyl]-pentyl}-carbamic acid tert-butyl ester (608 mg, 1.47 mmol) in dioxane (2.7 mL) at 10° C. was added hydrochloric acid (2.7 mL, 4 M in dioxane). The solution was warmed to 23° C. After 3 h, the solution was diluted with toluene (5 mL) and concentrated under reduced pressure. The gummy solid was washed with diethyl ether resulting in the hydrochloride salt of 2-amino-1-(2-phenyl-[1,3]dithian-2-yl)-hexan-1-ol, 414 mg, 82% as a free flowing solid af...